Dataset: the Open Reaction Database (ORD), a public repository of structured organic reaction records. Task: describe an organic reaction: reactants, conditions, products, and yield Starting materials: O=C([O-])N(CCOc1ccc(-c2nc(-c3ccccc3)cs2)cc1)Cc1ccccc1, ClCCl, CS(=O)(=O)O, [Na+], [OH-]. Product: NCCOc1ccc(-c2nc(-c3ccccc3)cs2)cc1. As a reaction SMILES: [CH2:1]([c:5]1[cH:6][cH:7][cH:9][cH:10][cH:11]1)[N:8]([C:2](=[O:3])[O-:4])[CH2:12][CH2:13][O:14][c:15]1[cH:16][cH:17][c:18](-[c:21]2[s:22][cH:23][c:24](-[c:26]3[cH:27][cH:28][cH:29][cH:30][cH:31]3)[n:25]2)[cH:19][cH:20]1.[CH2:39]([Cl:40])[Cl:41].[CH3:32][S:33](=[O:34])(=[O:35])[OH:36].[Na+:38].[OH-:37]>>[NH2:8][CH2:12][CH2:13][O:14][c:15]1[cH:16][cH:17][c:18](-[c:21]2[s:22][cH:23][c:24](-[c:26]3[cH:27][cH:28][cH:29][cH:30][cH:31]3)[n:25]2)[cH:19][cH:20]1.